This data is from the Open Reaction Database (ORD), a public repository of structured organic reaction records. The task is: describe an organic reaction: reactants, conditions, products, and yield Reactants: C(C)(=O)C1=CC2=C(S1)C=CC=C2 (2-Acetyl benzo[b]thiophene), CN(OC)C(C)=O (N,O-dimethyl acetohydroxamic acid), S1C2=C(C=C1)C=CC=C2 (benzo[b]thiophene), C(CCC)[Li] (Butyl lithium). The solvent is C1CCOC1 (THF). Conditions: temperature -78 celsius, time 15 minute. Yields the product ON(C(C)=O)C(C)C1=CC2=C(S1)C=CC=C2 (N-hydroxy-N-(1-benzo[b]thien-2-ylethyl) acetamide). RXN SMILES: [C:1]([C:4]1[S:8][C:7]2[CH:9]=[CH:10][CH:11]=[CH:12][C:6]=2[CH:5]=1)(=O)[CH3:2].S1C=CC2C=CC=CC1=2.C([Li])CCC.C[N:28]([C:31](=[O:33])[CH3:32])[O:29]C>C1COCC1>[OH:29][N:28]([CH:1]([C:4]1[S:8][C:7]2[CH:9]=[CH:10][CH:11]=[CH:12][C:6]=2[CH:5]=1)[CH3:2])[C:31](=[O:33])[CH3:32]. Reported procedure: 2-Acetyl benzo[b]thiophene. Method a. Using the method described in Scheme 1, benzo[b]thiophene (10 g, 75 mmole) was dissolved in THF (50 mL) and cooled to -78° C. Butyl lithium (28 mL, 2.7 M in hexanes) was added. The mixture was stirred for 15 minutes and N,O-dimethyl acetohydroxamic acid was added. Following an additional 30 minutes of stirring, the reaction was quenched at -78° C. with ethanol and 2N HC1 solution and extracted into ether. The solvent was removed in vacuo and the residue chro... The reactants are N(=[N+]=[N-])C1C(NC2=C(CC1)C=CC=C2)=O (3-Azido-2,3,4,5-tetrahydro-1H-[1]-benzazapin-2-one). Reagents/catalysts: [Pd] (palladium on charcoal). Solvent: CO.C(C)O (methanol ethanol). Run at time 5 hour. Yields the product NC1C(NC2=C(CC1)C=CC=C2)=O (3-Amino-2,3,4,5-tetrahydro-1H-[1]-benzazapin-2-one). RXN SMILES: [N:1]([CH:4]1[CH2:10][CH2:9][C:8]2[CH:11]=[CH:12][CH:13]=[CH:14][C:7]=2[NH:6][C:5]1=[O:15])=[N+]=[N-]>CO.C(O)C.[Pd]>[NH2:1][CH:4]1[CH2:10][CH2:9][C:8]2[CH:11]=[CH:12][CH:13]=[CH:14][C:7]=2[NH:6][C:5]1=[O:15] |f:1.2|. Reported procedure: To a suspension of 10.0 g (49.4 mmol) of 3-azido-2,3,4,5-tetrahydro-1H-[1]-benzazapin-2-one (Example 3 above) in 100 mL of methanol/ethanol (1:1) was added 1 g of 10% palladium on charcoal and the flask was purged with nitrogen and charged with 55 psig hydrogen. The mixture was shaken for 5 h, filtered through celite and concentrated. The residue was recrystallized from MEOH to give 6.77 g (78%) in two crops. 1H NMR (300 MHz, CDCl3) d 8.38 (1H, bs), 7.3-7.1 (3H, m), 6.98 (1H, d, J=8 Hz), 3.42 (1... Reactants: COC=1C=C(CC2N(CCC2)C)C=CC1 (2-(3-methoxybenzyl)-1-methylpyrrolidine), Br (hydrobromic acid), [OH-].[Na+] (sodium hydroxide). The solvent is C(C)(=O)O (acetic acid). The product is OC=1C=C(CC2N(CCC2)C)C=CC1 (2-(3-hydroxybenzyl)-1-methylpyrrolidine). As a reaction SMILES: C[O:2][C:3]1[CH:4]=[C:5]([CH:13]=[CH:14][CH:15]=1)[CH2:6][CH:7]1[CH2:11][CH2:10][CH2:9][N:8]1[CH3:12].Br.[OH-].[Na+]>C(O)(=O)C>[OH:2][C:3]1[CH:4]=[C:5]([CH:13]=[CH:14][CH:15]=1)[CH2:6][CH:7]1[CH2:11][CH2:10][CH2:9][N:8]1[CH3:12] |f:2.3|. Reported procedure: Boil 10.5 g of 2-(3-methoxybenzyl)-1-methylpyrrolidine under reflux for 50 hours in a mixture of 60 ml of acetic acid and 60 ml of 48% strength hydrobromic acid. Pour the resulting reaction mixture onto ice, adjust its pH to 10 with 6 N sodium hydroxide solution and extract it 3 times with diethyl ether. Combine and dry the ether phase, distil off the solvent and distil the residue under a vacuum to obtain 7.95 g (79% of theory) of the title compound (b.p. 128° to 130° at 0.006 mm of Hg). The fu... The reactants are N1CCNCC1 (piperazine), ClC=1N=NC(=C(C1C)C)Cl (3,6-dichloro-4,5-dimethyl-pyridazine). Reaction SMILES: [NH:1]1[CH2:6][CH2:5][NH:4][CH2:3][CH2:2]1.[Cl:7][C:8]1[N:9]=[N:10][C:11](Cl)=[C:12]([CH3:15])[C:13]=1[CH3:14]>>[Cl:7][C:8]1[N:9]=[N:10][C:11]([N:1]2[CH2:6][CH2:5][NH:4][CH2:3][CH2:2]2)=[C:12]([CH3:15])[C:13]=1[CH3:14]. Procedure: Compound 55 is prepared as described above from piperazine and 3,6-dichloro-4,5-dimethyl-pyridazine. Product: ClC=1N=NC(=C(C1C)C)N1CCNCC1 (3-Chloro-4,5-dimethyl-6-(piperazin-1-yl)-pyridazine).